Dataset: the Open Reaction Database (ORD), a public repository of structured organic reaction records. Task: describe an organic reaction: reactants, conditions, products, and yield Reaction SMILES: [CH3:1][N:2]([Si](C)(C)C)[C:3](=[O:6])[CH:4]=[CH2:5].[Br:11][CH2:12][CH2:13][CH2:14][C:15](Cl)=[O:16]>>[CH3:1][N:2]([C:15](=[O:16])[CH2:14][CH2:13][CH2:12][Br:11])[C:3](=[O:6])[CH:4]=[CH2:5]. The reactants are CN(C(C=C)=O)[Si](C)(C)C (N-methyl-N-trimethylsilylacrylamide), ice water, BrCCCC(=O)Cl (4-bromobutyryl chloride), acyl chloride carbonyl, amide. Yield: 111.1%. Reaction conditions: time 2 hour. Yields the product CN(C(C=C)=O)C(CCCBr)=O (N-Methyl-N-(4-bromobutyryl)acrylamide). Procedure: In a nitrogen glove bag 7.27 g (0.05 mole) of N-methyl-N-trimethylsilylacrylamide was placed in a one-necked flask. The flask was fitted with an additional funnel topped with a drying tube. With the flask contents cooled to ice/water temperatures, 9.28 g (0.05 mole) of 4-bromobutyryl chloride was added dropwise through a dropping funnel to the flask over a period of half an hour. The resulting yellow clear mixture was stirred for an additional two hours. The disappearance of the acyl chloride ca... Reactants: COC([C@@H](NC([C@H](NC(=O)OC(C)(C)C)CC(C)(C)C)=O)CC(C)(C)C)=O (N-(tert-Butoxycarbonyl)-3-tert-butyl-D-alanyl-3-tert-butyl-L-alanine methyl ester), O.[OH-].[Li+] (lithium hydroxide monohydrate). Solvent: O1CCCC1 (tetrahydrofuran), C1CCOC1 (THF), O (water). The product is C(C)(C)(C)OC(=O)N[C@H](CC(C)(C)C)C(=O)N[C@@H](CC(C)(C)C)C(=O)O (N-(tert-Butoxycarbonyl)-3-tert-butyl-D-alanyl-3-tert-butyl-L-alanine). As a reaction SMILES: C[O:2][C:3](=[O:27])[C@H:4]([CH2:22][C:23]([CH3:26])([CH3:25])[CH3:24])[NH:5][C:6](=[O:21])[C@@H:7]([CH2:16][C:17]([CH3:20])([CH3:19])[CH3:18])[NH:8][C:9]([O:11][C:12]([CH3:15])([CH3:14])[CH3:13])=[O:10].O.[OH-].[Li+]>O1CCCC1.O>[C:12]([O:11][C:9]([NH:8][C@@H:7]([C:6]([NH:5][C@H:4]([C:3]([OH:27])=[O:2])[CH2:22][C:23]([CH3:26])([CH3:25])[CH3:24])=[O:21])[CH2:16][C:17]([CH3:19])([CH3:20])[CH3:18])=[O:10])([CH3:13])([CH3:14])[CH3:15] |f:1.2.3|. Reported procedure: N-(tert-Butoxycarbonyl)-3-tert-butyl-D-alanyl-3-tert-butyl-L-alanine methyl ester (Example 8A, 36 g, 93.1 mmol) is dissolved in tetrahydrofuran p.a. (279 ml). At about 10° C., a solution of lithium hydroxide monohydrate (7.82 g, 186.3 mmol, 2 equivalents) in water (187 ml) is slowly added dropwise. When the HPLC chromatogram (Method 2) shows complete conversion (about 20 h), the reaction mixture is freed of the THF at 200 mbar and then extracted with methyl tert-butyl ether (200 ml). The organic... Starting materials: COC1=CC(=NC(=C1C(=O)O)C)OC (4,6-dimethoxy-2-methyl nicotinic acid), C(C(=O)Cl)(=O)Cl (oxalyl chloride). The reagents and catalysts are CN(C)C=O (DMF). Solvent: ClCCl (dichloromethane), C1CCOC1 (THF). Run at time 0.5 hour. The product is Cl.COC1=CC(=NC(=C1C(=O)Cl)C)OC (4,6-dimethoxy-2-methyl nicotinic acid chloride HCl salt). Yield: 92.6%. Reaction SMILES: [CH3:1][O:2][C:3]1[C:8]([C:9](O)=[O:10])=[C:7]([CH3:12])[N:6]=[C:5]([O:13][CH3:14])[CH:4]=1.C(Cl)(=O)C([Cl:18])=O>ClCCl.C1COCC1.CN(C=O)C>[ClH:18].[CH3:1][O:2][C:3]1[C:8]([C:9]([Cl:18])=[O:10])=[C:7]([CH3:12])[N:6]=[C:5]([O:13][CH3:14])[CH:4]=1 |f:5.6|. Procedure: A solution of 4,6-dihydroxy-2-methyl nicotinic acid ethyl ester (31 g, 157 mmol) in phosphorus oxychloride (60 mL, 629 mmol) was stirred at reflux for 1.5 h. The extra phosphorus oxychloride was removed and the reaction mixture was poured into ice water. The solid was removed by filtration. The filtrate was extracted with dichloromethane (3×100 mL) and concentrated. The residue was further purified by column chromatography to yield 4,6-dichloro-2-methyl nicotinic acid ethyl ester (16.9 g, 46%). ... The reactants are N1(CCCCC1)CC=1C=C(OCCCNC(=S)NN)C=CC1 (N-[3-[3-(1-piperidinylmethyl)phenoxy]propyl]-hydrazine carbothioamide), C(C1=CC=CC=C1)N=C=O (benzyl isocyanate). Yields the product C(C1=CC=CC=C1)NC(=O)NNC(=S)NCCCOC1=CC(=CC=C1)CN1CCCCC1 (N-Benzyl-2-[[3-[3-(1-piperidinylmethyl)phenoxy]propyl]aminothioxomethyl]-hydrazine carboxamide). RXN SMILES: [N:1]1([CH2:7][C:8]2[CH:9]=[C:10]([CH:20]=[CH:21][CH:22]=2)[O:11][CH2:12][CH2:13][CH2:14][NH:15][C:16]([NH:18][NH2:19])=[S:17])[CH2:6][CH2:5][CH2:4][CH2:3][CH2:2]1.[CH2:23]([N:30]=[C:31]=[O:32])[C:24]1[CH:29]=[CH:28][CH:27]=[CH:26][CH:25]=1>>[CH2:23]([NH:30][C:31]([NH:19][NH:18][C:16]([NH:15][CH2:14][CH2:13][CH2:12][O:11][C:10]1[CH:20]=[CH:21][CH:22]=[C:8]([CH2:7][N:1]2[CH2:6][CH2:5][CH2:4][CH2:3][CH2:2]2)[CH:9]=1)=[S:17])=[O:32])[C:24]1[CH:29]=[CH:28][CH:27]=[CH:26][CH:25]=1. Reported procedure: The compound is prepared by a method analogous to that of Example 9 from N-[3-[3-(1-piperidinylmethyl)phenoxy]propyl]-hydrazine carbothioamide and benzyl isocyanate. The analytical values are summarized in Table I. Reactants: ice water, ClC1=NC=C(C=C1C(=O)NC=1C(=NC(=CC1)F)NCC)Br (2-chloro-N-{2-(ethylamino)-6-fluoro-3-pyridinyl}-5-bromo-3-pyridinecarboxamide), solution, C[Si](C)(C)[N-][Si](C)(C)C.[Na+] (NaHMDS), C1CCOC1 (THF). Run in N1=CC=CC=C1 (pyridine). Conditions: time 10 minute. Product: BrC1=CC2=C(N(C3=C(NC2=O)C=CC(=N3)F)CC)N=C1 (8-Bromo-5,11-dihydro-11-ethyl-2-fluoro-6H-dipyrido[3,2-b:2′,3′-e][1,4]diazepin-6-one). Yield: 69.5%. Reaction SMILES: Cl[C:2]1[C:7]([C:8]([NH:10][C:11]2[C:12]([NH:18][CH2:19][CH3:20])=[N:13][C:14]([F:17])=[CH:15][CH:16]=2)=[O:9])=[CH:6][C:5]([Br:21])=[CH:4][N:3]=1.C[Si]([N-][Si](C)(C)C)(C)C.[Na+].C1COCC1>N1C=CC=CC=1>[Br:21][C:5]1[CH:4]=[N:3][C:2]2[N:18]([CH2:19][CH3:20])[C:12]3[N:13]=[C:14]([F:17])[CH:15]=[CH:16][C:11]=3[NH:10][C:8](=[O:9])[C:7]=2[CH:6]=1 |f:1.2|. Procedure: To a solution of the 2-chloro-N-{2-(ethylamino)-6-fluoro-3-pyridinyl}-5-bromo-3-pyridinecarboxamide (73.5 g, 216 mmol) in pyridine (435 mL) at 50° C. was added drop-wise a 1 M solution of NaHMDS in THF (520 mL, 520 mmol). After 10 min, the reaction was allowed to cool to room temperature, then poured over ice water (2 L). The resulting solid was filtered, rinse with water and then hexane. The solid was dried under reduced pressure to give the title compound (50.6 g, 69% yield) as a dark green so... Starting materials: C(C1=CC=CC=C1)OC[C@H]1C=C(C(O1)=O)CC(C)C ([R]-5-benzyloxymethyl-3-isobutyl-2(5H)-furanone), PdOH. The solvent is C(C)O (ethanol). Yields the product OC[C@H]1C=C(C(O1)=O)CC(C)C ([R]-5-hydroxymethyl-3-isobutyl-2(5H)-furanone). Isolated yield 99.0%. RXN SMILES: C([O:8][CH2:9][C@@H:10]1[O:14][C:13](=[O:15])[C:12]([CH2:16][CH:17]([CH3:19])[CH3:18])=[CH:11]1)C1C=CC=CC=1>C(O)C>[OH:8][CH2:9][C@@H:10]1[O:14][C:13](=[O:15])[C:12]([CH2:16][CH:17]([CH3:19])[CH3:18])=[CH:11]1. Procedure: 2.3 g of [R]-5-benzyloxymethyl-3-isobutyl-2(5H)-furanone, 150 mg of PdOH/C in 50 ml of ethanol was stirred at RT over night under H2 atmosphere. Then the catalyst was filtered out and filtrate was evaporated to dryness to give the pure compound in yield of 99%. Reactants: CCCCCCN, CCOC(=O)c1nc(-c2ccc(Cl)cc2)c(-c2ccc(Cl)cc2Cl)n1CC. The product is CCCCCCNC(=O)c1nc(-c2ccc(Cl)cc2)c(-c2ccc(Cl)cc2Cl)n1CC. As a reaction SMILES: [CH2:1]([CH2:2][CH2:3][CH2:4][CH2:5][CH3:6])[NH2:7].[Cl:8][c:9]1[cH:10][cH:11][c:12](-[c:15]2[n:16][c:17]([C:30](=[O:31])[O:32][CH2:33][CH3:34])[n:18]([CH2:28][CH3:29])[c:19]2-[c:20]2[c:21]([Cl:27])[cH:22][c:23]([Cl:26])[cH:24][cH:25]2)[cH:13][cH:14]1>>[CH2:1]([CH2:2][CH2:3][CH2:4][CH2:5][CH3:6])[NH:7][C:30]([c:17]1[n:16][c:15](-[c:12]2[cH:11][cH:10][c:9]([Cl:8])[cH:14][cH:13]2)[c:19](-[c:20]2[c:21]([Cl:27])[cH:22][c:23]([Cl:26])[cH:24][cH:25]2)[n:18]1[CH2:28][CH3:29])=[O:31].